This data is from the Open Reaction Database (ORD), a public repository of structured organic reaction records. The task is: describe an organic reaction: reactants, conditions, products, and yield Solvent: O1CCCC1 (tetrahydrofuran), CCCCCC (hexane). Product: C1(CC1)CC1=CC=C(C=C1)B(O)O (4-(cyclopropylmethyl)phenylboronic acid). Reaction SMILES: Br[C:2]1[CH:7]=[CH:6][C:5]([CH2:8][CH:9]2[CH2:11][CH2:10]2)=[CH:4][CH:3]=1.C([Li])CCC.[B:17](OC)([O:20]C)[O:18]C>O1CCCC1.CCCCCC>[CH:9]1([CH2:8][C:5]2[CH:6]=[CH:7][C:2]([B:17]([OH:20])[OH:18])=[CH:3][CH:4]=2)[CH2:11][CH2:10]1. Procedure: 1-Bromo-4-(cyclopropylmethyl)benzene (2.11 g) was dissolved in anhydrous tetrahydrofuran (20 ml) and cooled to -70° C. under an argon atmosphere. A 1.25M solution of n-butyl lithium in hexane (8.8 ml) was added at such a rate that the temperature did not exceed -65° C. with stirring, which was maintained for a further 30 minutes. Trimethyl borate was added slowly keeping the temperature below -60° C. and the reaction mixture was stirred for a further 1.5 hours at -70° C. After warming to -5° C.,... Starting materials: B(OC)(OC)OC (Trimethyl borate), BrC1=CC=C(C=C1)CC1CC1 (1-Bromo-4-(cyclopropylmethyl)benzene), solution, C(CCC)[Li] (n-butyl lithium). Conditions: temperature -70 celsius. Starting materials: CON=C(C(=O)NC)C1=C(C=CC=C1)COC1=NC=C(C=C1Cl)C(=O)O (α-(methoxyimino)-N-methyl-2-[[[3-chloro-5-(carboxy)-2-pyridinyl]oxy]methyl]-benzeneacetamide), C(=O)(N1C=NC=C1)N1C=NC=C1 (carbonyldiimidazole), O (water), FC(CO)(F)F (2,2,2-trifluoroethanol). Run in C1CCOC1 (THF). Reaction conditions: time 8 hour. The product is CON=C(C(=O)NC)C1=C(C=CC=C1)COC1=NC=C(C=C1Cl)C(=O)OCC(F)(F)F (α-(methoxyimino)-N-methyl-2-[[[3-chloro-5-(2,2,2-trifluoroethoxycarbonyl)-2-pyridinyl]oxy]methyl]-benzeneacetamide). RXN SMILES: [CH3:1][O:2][N:3]=[C:4]([C:9]1[CH:14]=[CH:13][CH:12]=[CH:11][C:10]=1[CH2:15][O:16][C:17]1[C:22]([Cl:23])=[CH:21][C:20]([C:24]([OH:26])=[O:25])=[CH:19][N:18]=1)[C:5]([NH:7][CH3:8])=[O:6].C(N1C=CN=C1)(N1C=CN=C1)=O.[F:39][C:40]([F:44])([F:43])[CH2:41]O.O>C1COCC1>[CH3:1][O:2][N:3]=[C:4]([C:9]1[CH:14]=[CH:13][CH:12]=[CH:11][C:10]=1[CH2:15][O:16][C:17]1[C:22]([Cl:23])=[CH:21][C:20]([C:24]([O:26][CH2:41][C:40]([F:44])([F:43])[F:39])=[O:25])=[CH:19][N:18]=1)[C:5]([NH:7][CH3:8])=[O:6]. Reported procedure: The product of Example 38 (0.3 g, 0.79 mmol) was dissolved in THF (10 mL) to which carbonyldiimidazole (0.129 g, 0.79 mmol) was added. The solution was stirred at room temperature for one hour, at which time 2,2,2-trifluoroethanol (10 mL) was added and the solution stirred overnight at room temperature. The solution was poured into 4-5 volumes of water and extracted with Et2O (2×100 mL). The organics were dried over MgSO4 and concentrated to a yellow-brown oil (0.19 g). Crude product was chromat...